From a dataset of the Open Reaction Database (ORD), a public repository of structured organic reaction records. describe an organic reaction: reactants, conditions, products, and yield The reactants are CCOCC (ether), FC1=C(C(=O)OCC)C=CC(=C1)F (Ethyl 2,4-difluorobenzoate), [O-]P(=O)([O-])[O-].[K+].[K+].[K+] (K3PO4), OC=1C=C2C=CNC2=CC1 (5-hydroxyindole). The solvent is COCCOCCOC (diglyme). Yields the product N1C=CC2=CC(=CC=C12)OC1=C(C(=O)OCC)C=CC(=C1)F (ethyl 2-(1H-indol-5-yloxy)-4-fluorobenzoate). RXN SMILES: F[C:2]1[CH:12]=[C:11]([F:13])[CH:10]=[CH:9][C:3]=1[C:4]([O:6][CH2:7][CH3:8])=[O:5].[O-]P([O-])([O-])=O.[K+].[K+].[K+].[OH:22][C:23]1[CH:24]=[C:25]2[C:29](=[CH:30][CH:31]=1)[NH:28][CH:27]=[CH:26]2.CCOCC>COCCOCCOC>[NH:28]1[C:29]2[C:25](=[CH:24][C:23]([O:22][C:2]3[CH:12]=[C:11]([F:13])[CH:10]=[CH:9][C:3]=3[C:4]([O:6][CH2:7][CH3:8])=[O:5])=[CH:31][CH:30]=2)[CH:26]=[CH:27]1 |f:1.2.3.4|. Reported procedure: Ethyl 2,4-difluorobenzoate (12.75 g), K3PO4 (14.54 g) and 5-hydroxyindole (9.12 g) were stirred at 110° C. in diglyme (125 mL) for 24 hours. The reaction was cooled and poured into ether. The solution was washed three times with 1M NaOH solution, and brine, and dried. The solution was then concentrated, and the crude product was poured into hexanes, stirred, and filtered to give the product. Product: C(#N)C=1C=C(OCC=2CS[C@H]3N(C2C(=O)OC(C2=CC=CC=C2)C2=CC=CC=C2)C(C3NC(COC3=CC=CC=C3)=O)=O)C=CC1 (Diphenylmethyl 3-(3-cyanophenoxy)methyl-7-phenoxyacetamido-3-cephem-4-carboxylate). Reported procedure: The procedure described in Example 1(a), was repeated, but using 2.00 g of diphenylmethyl 7-phenoxyacetamido-3-hydroxymethyl-3-cephem-4-carboxylate and m-cyanophenol, to afford 490 mg of the title compound as a powder. Reaction SMILES: [O:1]([CH2:8][C:9]([NH:11][CH:12]1[C:37](=[O:38])[N:14]2[C:15]([C:21]([O:23][CH:24]([C:31]3[CH:36]=[CH:35][CH:34]=[CH:33][CH:32]=3)[C:25]3[CH:30]=[CH:29][CH:28]=[CH:27][CH:26]=3)=[O:22])=[C:16]([CH2:19][OH:20])[CH2:17][S:18][C@H:13]12)=[O:10])[C:2]1[CH:7]=[CH:6][CH:5]=[CH:4][CH:3]=1.[C:39]([C:41]1[CH:42]=[C:43](O)[CH:44]=[CH:45][CH:46]=1)#[N:40]>>[C:39]([C:41]1[CH:46]=[C:45]([CH:44]=[CH:43][CH:42]=1)[O:20][CH2:19][C:16]1[CH2:17][S:18][C@@H:13]2[CH:12]([NH:11][C:9](=[O:10])[CH2:8][O:1][C:2]3[CH:7]=[CH:6][CH:5]=[CH:4][CH:3]=3)[C:37](=[O:38])[N:14]2[C:15]=1[C:21]([O:23][CH:24]([C:25]1[CH:26]=[CH:27][CH:28]=[CH:29][CH:30]=1)[C:31]1[CH:36]=[CH:35][CH:34]=[CH:33][CH:32]=1)=[O:22])#[N:40]. Reactants: O(C1=CC=CC=C1)CC(=O)NC1[C@@H]2N(C(=C(CS2)CO)C(=O)OC(C2=CC=CC=C2)C2=CC=CC=C2)C1=O (diphenylmethyl 7-phenoxyacetamido-3-hydroxymethyl-3-cephem-4-carboxylate), C(#N)C=1C=C(C=CC1)O (m-cyanophenol). Starting materials: NC1=C(C(=O)N(C)OC)C=CC(=N1)Cl (2-Amino-6-chloro-N-methoxy-N-methyl-nicotinamide), BrC1=C(C=CC(=C1)F)OC (2-bromo-4-fluoroanisole). Product: NC1=NC(=CC=C1C(=O)C1=C(C=CC(=C1)F)OC)Cl ((2-Amino-6-chloro-pyridin-3-yl)-(5-fluoro-2-methoxy-phenyl)-methanone). Reaction SMILES: [NH2:1][C:2]1[N:13]=[C:12]([Cl:14])[CH:11]=[CH:10][C:3]=1[C:4](N(OC)C)=[O:5].Br[C:16]1[CH:21]=[C:20]([F:22])[CH:19]=[CH:18][C:17]=1[O:23][CH3:24]>>[NH2:1][C:2]1[C:3]([C:4]([C:16]2[CH:21]=[C:20]([F:22])[CH:19]=[CH:18][C:17]=2[O:23][CH3:24])=[O:5])=[CH:10][CH:11]=[C:12]([Cl:14])[N:13]=1. Procedure: The title compound was prepared from 2-Amino-6-chloro-N-methoxy-N-methyl-nicotinamide (Example 3) and 2-bromo-4-fluoroanisole (Aldrich) using the procedure described in Example 7. HRMS, observed: 280.0417, Calcd for M+: 280.0415. Starting materials: CC=1C=CC(=CC1)S(=O)(=O)O (PTSA), COC(CNC([C@H](CC(=O)OC(C)(C)C)NS(=O)(=O)C1=C(C=C(C=C1C)OC)C)=O)OC ((S)-tert-butyl 4-(2,2-dimethoxyethylamino)-3-(4-methoxy-2,6-dimethylphenylsulfonamido)-4-oxobutanoate). Solvent: O1CCOCC1 (dioxane). Run at time 16 hour. Yields the product COC1=CC(=C(C(=C1)C)S(=O)(=O)N1[C@H](C(NC=C1)=O)CC(=O)OC(C)(C)C)C ((S)-tert-Butyl 2-(1-(4-methoxy-2,6-dimethylphenylsulfonyl)-3-oxo-1,2,3,4-tetrahydropyrazin-2-yl)acetate). The yield is 35.0%. RXN SMILES: CC1C=CC(S(O)(=O)=O)=CC=1.CO[CH:14](OC)[CH2:15][NH:16][C:17](=[O:41])[C@@H:18]([NH:27][S:28]([C:31]1[C:36]([CH3:37])=[CH:35][C:34]([O:38][CH3:39])=[CH:33][C:32]=1[CH3:40])(=[O:30])=[O:29])[CH2:19][C:20]([O:22][C:23]([CH3:26])([CH3:25])[CH3:24])=[O:21]>O1CCOCC1>[CH3:39][O:38][C:34]1[CH:35]=[C:36]([CH3:37])[C:31]([S:28]([N:27]2[CH:14]=[CH:15][NH:16][C:17](=[O:41])[C@@H:18]2[CH2:19][C:20]([O:22][C:23]([CH3:26])([CH3:25])[CH3:24])=[O:21])(=[O:30])=[O:29])=[C:32]([CH3:40])[CH:33]=1. Procedure: PTSA (0.62 eq) was added to a solution of (S)-tert-butyl 4-(2,2-dimethoxyethylamino)-3-(4-methoxy-2,6-dimethylphenylsulfonamido)-4-oxobutanoate (1.26 mmol) in dioxane (12 ml) and the mixture was stirred for 16 h at room temperature. The solvent was removed under vacuum and the residue taken up in ethyl acetate. The organic phase was extracted with water and saturated sodium chloride solution, dried (Na2SO4) and concentrated to small volume under vacuum. The crude product was processed by column ... Starting materials: Cl (HCl), C([O-])(O)=O.[Na+] (sodium bicarbonate), C(#N)C1=C(C=C(C=C1)N=C=O)OC (4-cyano-3-methoxyphenyl isocyanate), OCC(N)(C(=O)O)C1=CC=CC=C1 (2-hydroxymethyl-2-phenylglycine), [Na] (sodium). Solvent: O1CCOCC1 (dioxane), O (water). Run at time 8 hour. The product is O=C1N(C(C(N1)(C1=CC=CC=C1)CO)=O)C1=CC(=C(C#N)C=C1)OC (4-[2,5-Dioxo-4-hydroxymethyl-4-phenylimidazolidin-1-yl]-2-methoxybenzonitrile). Reaction SMILES: [C:1]([C:3]1[CH:8]=[CH:7][C:6]([N:9]=[C:10]=[O:11])=[CH:5][C:4]=1[O:12][CH3:13])#[N:2].[OH:14][CH2:15][C:16]([C:21]1[CH:26]=[CH:25][CH:24]=[CH:23][CH:22]=1)([C:18](O)=[O:19])[NH2:17].[Na].Cl.C(=O)(O)[O-].[Na+]>O1CCOCC1.O>[O:11]=[C:10]1[NH:17][C:16]([CH2:18][OH:19])([C:21]2[CH:26]=[CH:25][CH:24]=[CH:23][CH:22]=2)[C:15](=[O:14])[N:9]1[C:6]1[CH:7]=[CH:8][C:3]([C:1]#[N:2])=[C:4]([O:12][CH3:13])[CH:5]=1 |f:4.5,^1:26|. Procedure: A solution of 384 mg of 4-cyano-3-methoxyphenyl isocyanate (prepared according to WO 2007/137874) in 8 mL dioxane is added to a solution of 200 mg of 2-hydroxymethyl-2-phenylglycine (prepared according to literature procedure) in an aqueous solution of 1.8 mL 1N sodium hydroxyde in 2 mL of water. The mixture is stirred at room temperature overnight, acidified by adding 3 mL 12N HCl and heated at 110° C. for 2 hours. The solution is then treated with a saturated aqueous solution of sodium bicarbo... Reactants: C(C)(=O)OCC1=NC=2C=C3C(=CC2C(=C1)C)OC([C@H]1[C@@H]3O1)(C)C ((3R*,4R*)-(3,4-epoxy-2,2,9-trimethyl-3,4-dihydro-2H-pyrano[2,3-g]quinolin-7-yl)-methyl acetate), Cl(=O)(=O)(=O)[O-].[Li+] (lithium perchlorate), C1(=CC=CC=C1)CCN (phenylethylamine), C(O)([O-])=O.[Na+] (sodium hydrogencarbonate). Solvent: O1CCOCC1 (1,4-dioxane). Run at temperature 70 celsius, time 1.5 hour. The product is OCC1=NC=2C=C3C(=CC2C(=C1)C)OC([C@@H]([C@H]3NCCC3=CC=CC=C3)O)(C)C ((3R*,4S*)-7-hydroxymethyl-2,2,9-trimethyl-4-[(2-phenylethyl)amino]-3,4-dihydro-2H-pyrano[2,3-g]quinolin-3-ol). The yield is 32.0%. As a reaction SMILES: C([O:4][CH2:5][C:6]1[CH:15]=[C:14]([CH3:16])[C:13]2[CH:12]=[C:11]3[O:17][C:18]([CH3:23])([CH3:22])[C@@H:19]4[O:21][C@@H:20]4[C:10]3=[CH:9][C:8]=2[N:7]=1)(=O)C.Cl([O-])(=O)(=O)=O.[Li+].[C:30]1([CH2:36][CH2:37][NH2:38])[CH:35]=[CH:34][CH:33]=[CH:32][CH:31]=1.C(=O)([O-])O.[Na+]>O1CCOCC1>[OH:4][CH2:5][C:6]1[CH:15]=[C:14]([CH3:16])[C:13]2[CH:12]=[C:11]3[O:17][C:18]([CH3:22])([CH3:23])[C@H:19]([OH:21])[C@@H:20]([NH:38][CH2:37][CH2:36][C:30]4[CH:35]=[CH:34][CH:33]=[CH:32][CH:31]=4)[C:10]3=[CH:9][C:8]=2[N:7]=1 |f:1.2,4.5|. Reported procedure: To a solution of (3R*,4R*)-(3,4-epoxy-2,2,9-trimethyl-3,4-dihydro-2H-pyrano[2,3-g]quinolin-7-yl)-methyl acetate (403 mg, 1.29 mmol) in 1,4-dioxane (1 mL), lithium perchlorate (137 mg, 1.29 mmol) and phenylethylamine (0.195 mL, 1.55 mmol) were added at room temperature and the resulting mixture was stirred at 70° C. for 1.5 hour. Upon the completion of the reaction, sodium hydrogencarbonate aqueous solution was added to the reaction solution, and it was extracted with ethyl acetate. The resulting...